Dataset: the Open Reaction Database (ORD), a public repository of structured organic reaction records. Task: describe an organic reaction: reactants, conditions, products, and yield The reactants are C(#N)[BH3-].[Na+] (Sodium cyanoborohydride), Br.NCCC1=CC=C(C=2NC(SC21)=O)O (7-(2-Aminoethyl)-4-hydroxy-1,3-benzothiazol-2(3H)-one hydrobromide), C(O)([O-])=O.[Na+] (sodium hydrogen carbonate), ClC(=O)OCC1=CC=CC=C1 (benzyl chloroformate), C(O)([O-])=O.[Na+] (Sodium hydrogen carbonate), O=CCNC(OC(C)(C)C)=O (tert-butyl (2-oxoethyl)carbamate), ClC(=O)OCC1=CC=CC=C1 (benzyl chloroformate). The solvent is C1CCOC1 (THF), C1CCOC1 (THF), O (water), C(C)(=O)O (Acetic acid), O (water), C(C)(=O)OCC (Ethyl acetate). Run at time 15 minute. Yields the product C(C)(C)(C)OC(=O)NCCN(C(OCC1=CC=CC=C1)=O)CCC1=CC=C(C=2NC(SC21)=O)O (Benzyl {2-(tert-butoxycarbonylamino)ethyl}[2-(4-hydroxy-2-oxo-2,3-dihydro-1,3-benzothiazol-7-yl)ethyl]carbamate). RXN SMILES: Br.[NH2:2][CH2:3][CH2:4][C:5]1[C:13]2[S:12][C:11](=[O:14])[NH:10][C:9]=2[C:8]([OH:15])=[CH:7][CH:6]=1.C(=O)([O-])O.[Na+].O=[CH:22][CH2:23][NH:24][C:25](=[O:31])[O:26][C:27]([CH3:30])([CH3:29])[CH3:28].C([BH3-])#N.[Na+].Cl[C:37]([O:39][CH2:40][C:41]1[CH:46]=[CH:45][CH:44]=[CH:43][CH:42]=1)=[O:38]>C1COCC1.O.C(OCC)(=O)C.C(O)(=O)C>[C:27]([O:26][C:25]([NH:24][CH2:23][CH2:22][N:2]([CH2:3][CH2:4][C:5]1[C:13]2[S:12][C:11](=[O:14])[NH:10][C:9]=2[C:8]([OH:15])=[CH:7][CH:6]=1)[C:37](=[O:38])[O:39][CH2:40][C:41]1[CH:46]=[CH:45][CH:44]=[CH:43][CH:42]=1)=[O:31])([CH3:30])([CH3:29])[CH3:28] |f:0.1,2.3,5.6|. Procedure: 7-(2-Aminoethyl)-4-hydroxy-1,3-benzothiazol-2(3H)-one hydrobromide (3.66 g) was suspended in a mixture of THF (50 ml) and water (25 ml). Sodium hydrogen carbonate (1.06 g) was added and the mixture stirred for 15 min. Acetic acid (1.44 ml) was added, followed by a solution of tert-butyl (2-oxoethyl)carbamate (2.0 g) in THF (10 ml), and the mixture stirred for a further 30 min. Sodium cyanoborohydride (1.58 g) was added and the solution stirred for a further 18 h. Ethyl acetate (100 ml) and a sol... Starting materials: FC1(CN(CCC1=O)C1=CC=C(C=C1)[N+](=O)[O-])F (4-(3,3-difluoro-4-oxo-piperidin-1-yl)-nitrobenzene), COC(OC)OC (trimethylorthoformate), O.C1(=CC=C(C=C1)S(=O)(=O)O)C (p-toluene-sulphonic acid monohydrate). Run in CO (methanol). Run at temperature 45 celsius. Yields the product COC1(C(CN(CC1)C1=CC=C(C=C1)[N+](=O)[O-])(F)F)OC (4-(4,4-dimethoxy-3,3-difluoropiperidin-1-yl)-nitrobenzene). Isolated yield 84.0%. RXN SMILES: [F:1][C:2]1([F:18])C(=O)[CH2:6][CH2:5][N:4]([C:9]2[CH:14]=[CH:13][C:12]([N+:15]([O-:17])=[O:16])=[CH:11][CH:10]=2)[CH2:3]1.[CH3:19][O:20][CH:21](OC)[O:22][CH3:23].O.C1(C)C=CC(S(O)(=O)=O)=CC=1>CO>[CH3:19][O:20][C:21]1([O:22][CH3:23])[CH2:6][CH2:5][N:4]([C:9]2[CH:14]=[CH:13][C:12]([N+:15]([O-:17])=[O:16])=[CH:11][CH:10]=2)[CH2:3][C:2]1([F:1])[F:18] |f:2.3|. Reported procedure: The mixture of 4-(3,3-difluoro-4-oxo-piperidin-1-yl)-nitrobenzene (25 mmol), trimethylorthoformate (51 mmol), p-toluene-sulphonic acid monohydrate (27 mmol) in methanol was heated at 45° C. for 24 hours. Solvent was removed and residual mass was taken into ethyl acetate and saturated sodium bicarbonate solution mixture. The organic layer was dried and removal of the solvent afforded title compound as a solid in 84% yield. Run in CC(=O)C (acetone). The product is COC=1C=C(C=C(C1)OC)NC(=C(C#N)S(=O)(=O)C)SC (3-(3,5-Dimethoxyphenylamino)-2-methanesulfonyl-3-methylsulfanyl-2-propenenitrile). RXN SMILES: [CH3:1][S:2]([CH2:5][C:6]#[N:7])(=[O:4])=[O:3].[C:8](=O)([O-])[O-].[K+].[K+].[CH3:14][O:15][C:16]1[CH:17]=[C:18]([N:24]=[C:25]=[S:26])[CH:19]=[C:20]([O:22][CH3:23])[CH:21]=1.CI>CC(C)=O>[CH3:14][O:15][C:16]1[CH:17]=[C:18]([NH:24][C:25]([S:26][CH3:8])=[C:5]([S:2]([CH3:1])(=[O:4])=[O:3])[C:6]#[N:7])[CH:19]=[C:20]([O:22][CH3:23])[CH:21]=1 |f:1.2.3|. The reactants are CS(=O)(=O)CC#N (methanesulfonylacetonitrile), C([O-])([O-])=O.[K+].[K+] (potassium carbonate), COC=1C=C(C=C(C1)OC)N=C=S (3,5-dimethoxyphenyl isothiocyanate), CI (methyl iodide). The yield is 48.2%. Reported procedure: To a solution of methanesulfonylacetonitrile (0.55 g, 4.6 mmol) in dry acetone (10 ml) first dry potassium carbonate (1.28 g, 9.3 mmol) and then 3,5-dimethoxyphenyl isothiocyanate (0.96 g, 4.9 mmol) were added. The resulting mixture was stirred at room temperature under nitrogen for 23 h, then filtered and washed with ethanol. To the filtrate methyl iodide (0.86 ml, 13.9 mmol) was added. The mixture was stirred at room temperature for 4 h. The reaction mixture was filtered and the filtrate was c... Reaction conditions: time 23 hour. Starting materials: CCO, Cl, O=C1c2ccccc2C(=O)N1CCCN1CCC(Oc2ccc(F)cc2)CC1, NN, O. Product: NCCCN1CCC(Oc2ccc(F)cc2)CC1. Reaction SMILES: [CH3:33][CH2:34][OH:35].[ClH:31].[F:1][c:2]1[cH:3][cH:4][c:5]([O:6][CH:7]2[CH2:8][CH2:9][N:10]([CH2:13][CH2:14][CH2:15][N:16]3[C:17](=[O:18])[c:19]4[c:20]([cH:21][cH:22][cH:23][cH:24]4)[C:25]3=[O:26])[CH2:11][CH2:12]2)[cH:27][cH:28]1.[NH2:29][NH2:30].[OH2:32]>>[F:1][c:2]1[cH:3][cH:4][c:5]([O:6][CH:7]2[CH2:8][CH2:9][N:10]([CH2:13][CH2:14][CH2:15][NH2:16])[CH2:11][CH2:12]2)[cH:27][cH:28]1. The reactants are C(C(O)C)(=O)O (lactic acid), C1C(=O)OCC(=O)O1 (glycolide), [Si]([O-])([O-])([O-])[O-].[Al+3].[Si]([O-])([O-])([O-])[O-].[Si]([O-])([O-])([O-])[O-].[Al+3].[Al+3].[Al+3] (aluminum silicate). Run at time 3 hour. The product is C(C(O)C)(=O)O.C(CO)(=O)O (lactic acid glycolic acid). Reaction SMILES: [C:1]([OH:6])(=[O:5])[CH:2]([CH3:4])[OH:3].[CH2:7]1[O:14]C(=O)C[O:10][C:8]1=[O:9].[Si]([O-])([O-])([O-])[O-].[Al+3].[Si]([O-])([O-])([O-])[O-].[Si]([O-])([O-])([O-])[O-].[Al+3].[Al+3].[Al+3]>>[C:1]([OH:6])(=[O:5])[CH:2]([CH3:4])[OH:3].[C:8]([OH:10])(=[O:9])[CH2:7][OH:14] |f:2.3.4.5.6.7.8,9.10|. Procedure: The lactide obtained in Example 2 (10 g) and glycolide (10 g) were put into a 100-ml reaction vessel equipped with a stirrer and a nitrogen-introducing tube. After substitution of nitrogen gas was carried out three times, the temperature was raised to 150°±5° C., and the mixture was molten over 3 hours with stirring. To the resulting mixture was added 0.4 g of synthetic light aluminum silicate (Tomita Pharmaceutical Co., Ltd.), and the temperature was raised to 195°±5° C. The pressure was reduce... Reactants: C(=O)([O-])[O-].[K+].[K+] (K2CO3), BrCC(=O)OC(C)(C)C (tert-butyl bromoacetate), COCC1=C(C=CC(=C1)C1=NC(=NO1)C=1C=C(CNC(C)C)C=CC1)C1=C(C=CC=C1)C (N-(3-{5-[2-(methoxymethyl)-2′-methylbiphenyl-4-yl]-1,2,4-oxadiazol-3-yl}benzyl)propan-2-amine). Run in CCOC(=O)C (EtOAc), C(C)#N (ACN). Reaction conditions: time 8 hour. Yields the product C(C)(C)N(CC(=O)OC(C)(C)C)CC1=CC(=CC=C1)C1=NOC(=N1)C1=CC(=C(C=C1)C1=C(C=CC=C1)C)COC (tert-butyl N-isopropyl-N-(3-{5-[2-(methoxymethyl)-2′-methylbiphenyl-4-yl]-1,2,4-oxadiazol-3-yl}benzyl)glycinate). Yield: 71.4%. As a reaction SMILES: [CH3:1][O:2][CH2:3][C:4]1[CH:9]=[C:8]([C:10]2[O:14][N:13]=[C:12]([C:15]3[CH:16]=[C:17]([CH:23]=[CH:24][CH:25]=3)[CH2:18][NH:19][CH:20]([CH3:22])[CH3:21])[N:11]=2)[CH:7]=[CH:6][C:5]=1[C:26]1[CH:31]=[CH:30][CH:29]=[CH:28][C:27]=1[CH3:32].C([O-])([O-])=O.[K+].[K+].Br[CH2:40][C:41]([O:43][C:44]([CH3:47])([CH3:46])[CH3:45])=[O:42]>C(#N)C.CCOC(C)=O>[CH:20]([N:19]([CH2:18][C:17]1[CH:23]=[CH:24][CH:25]=[C:15]([C:12]2[N:11]=[C:10]([C:8]3[CH:7]=[CH:6][C:5]([C:26]4[CH:31]=[CH:30][CH:29]=[CH:28][C:27]=4[CH3:32])=[C:4]([CH2:3][O:2][CH3:1])[CH:9]=3)[O:14][N:13]=2)[CH:16]=1)[CH2:40][C:41]([O:43][C:44]([CH3:47])([CH3:46])[CH3:45])=[O:42])([CH3:22])[CH3:21] |f:1.2.3|. Procedure: N-(3-{5-[2-(methoxymethyl)-2′-methylbiphenyl-4-yl]-1,2,4-oxadiazol-3-yl}benzyl)propan-2-amine (64 mg, 0.15 mmol) was dissolved in ACN (2 mL). K2CO3 (83 mg, 0.60 mmol) and tert-butyl bromoacetate (48 μl, 0.32 mmol) were added and the mixture was stirred at RT overnight. The reaction mixture was diluted with EtOAc, washed with water and brine, and then dried over MgSO4. After concentration under vacuum, the crude product was purified by flash chromatography (silica, cHex/EtOAc) to give the title c... Starting materials: CC(C(C=CC1=C(N=CS1)C)=O)C (4-methyl-1-(4-methyl-thiazol-5-yl)-pent-1-en-3-one), CO (MeOH). The reagents and catalysts are [Pd].[O-]S(=O)(=O)[O-].[Ba+2] (Pd BaSO4). Run in C1CCOC1 (THF). Product: CC(C(CCC1=C(N=CS1)C)=O)C (4-Methyl-1-(4-methyl-thiazol-5-yl)-pentan-3-one). RXN SMILES: [CH3:1][CH:2]([CH3:13])[C:3](=[O:12])[CH:4]=[CH:5][C:6]1[S:10][CH:9]=[N:8][C:7]=1[CH3:11].CO>C1COCC1.[Pd].[O-]S([O-])(=O)=O.[Ba+2]>[CH3:1][CH:2]([CH3:13])[C:3](=[O:12])[CH2:4][CH2:5][C:6]1[S:10][CH:9]=[N:8][C:7]=1[CH3:11] |f:3.4.5|. Procedure details: The title compound was prepared as described in General Method 3 using 1.73 g (8.86 mmol) of 4-methyl-1-(4-methyl-thiazol-5-yl)-pent-1-en-3-one (prepared in Example B-1) and 0.4 g of 5% Pd/BaSO4 in THF:MeOH (25 mL:25 mL). The crude product was chromatographed on silica gel, eluting with 2:1 hexane:EtOAc, to give the title compound. 1H NMR (CDCl3): δ 1.03 (d, 6H), 2.35 (s, 3H), 2.49-2.56 (m, 1H), 2.72 (t, 2H), 2.98 (t, 2H), 8.49 (s, 1H). The reactants are II (iodine), S(=S)(=O)([O-])[O-].[Na+].[Na+] (sodium thiosulfate), ice, C(C)(C)(C)OC(NC1(CCC1)C1=CC=C(C=C1)C=1C(C2=CC=C3C(=C2OC1C1=CC=CC=C1)NN=C3)=O)=O ({1-[4-(6-oxo-8-phenyl-1,6-dihydro-9-oxa-1,2-diaza-cyclopenta[a]naphthalen-7-yl)-phenyl]-cyclobutyl}-carbamic acid tert-butyl ester), [OH-].[K+] (potassium hydroxide). The solvent is CN(C)C=O (DMF), CN(C)C=O (DMF). Conditions: time 3 minute. Product: C(C)(C)(C)OC(NC1(CCC1)C1=CC=C(C=C1)C=1C(C2=CC=C3C(=C2OC1C1=CC=CC=C1)NN=C3I)=O)=O ({1-[4-(3-Iodo-6-oxo-8-phenyl-1,6-dihydro-9-oxa-1,2-diaza-cyclopenta[a]naphthalen-7-yl)-phenyl]-cyclobutyl}-carbamic acid tert-butyl ester). Isolated yield 6.6%. As a reaction SMILES: [C:1]([O:5][C:6](=[O:38])[NH:7][C:8]1([C:12]2[CH:17]=[CH:16][C:15]([C:18]3[C:19](=[O:37])[C:20]4[C:25]([O:26][C:27]=3[C:28]3[CH:33]=[CH:32][CH:31]=[CH:30][CH:29]=3)=[C:24]3[NH:34][N:35]=[CH:36][C:23]3=[CH:22][CH:21]=4)=[CH:14][CH:13]=2)[CH2:11][CH2:10][CH2:9]1)([CH3:4])([CH3:3])[CH3:2].[OH-].[K+].[I:41]I.S([O-])([O-])(=O)=S.[Na+].[Na+]>CN(C=O)C>[C:1]([O:5][C:6](=[O:38])[NH:7][C:8]1([C:12]2[CH:13]=[CH:14][C:15]([C:18]3[C:19](=[O:37])[C:20]4[C:25]([O:26][C:27]=3[C:28]3[CH:29]=[CH:30][CH:31]=[CH:32][CH:33]=3)=[C:24]3[NH:34][N:35]=[C:36]([I:41])[C:23]3=[CH:22][CH:21]=4)=[CH:16][CH:17]=2)[CH2:11][CH2:10][CH2:9]1)([CH3:4])([CH3:2])[CH3:3] |f:1.2,4.5.6|. Procedure details: To a stirred ice-cooled solution of {1-[4-(6-oxo-8-phenyl-1,6-dihydro-9-oxa-1,2-diaza-cyclopenta[a]naphthalen-7-yl)-phenyl]-cyclobutyl}-carbamic acid tert-butyl ester (52 mg, 0.10 mmol) in DMF (0.5 mL), was added powdered potassium hydroxide (45 mg, 0.80 mmol). After 3 min, a solution of iodine (102 mg, 0.40 mmol) in DMF (0.5 mL) was added. The resulting mixture was stirred at RT for 16 hours. Aqueous sodium thiosulfate was added and the mixture was extracted twice with EtOAc. The combined organ... Reactants: CCCCO, COC(=O)CN1CCOCC1, NN, O. Product: NNC(=O)CN1CCOCC1. RXN SMILES: [CH2:15]([OH:16])[CH2:17][CH2:18][CH3:19].[CH3:1][O:2][C:3]([CH2:4][N:5]1[CH2:6][CH2:7][O:8][CH2:9][CH2:10]1)=[O:11].[NH2:13][NH2:14].[OH2:12]>>[O:2]=[C:3]([CH2:4][N:5]1[CH2:6][CH2:7][O:8][CH2:9][CH2:10]1)[NH:13][NH2:14]. Reactants: [Li]CCCC (n-BuLi), BrC=1C=C2C=3COC4=C(C3N(C2=CC1)C)C=CC=C4 (8-bromo-11-methyl-6,11-dihydro-5-oxa-11-aza-benzo[a]fluorene), C(=O)=O (dry ice). The solvent is C1CCOC1 (THF). Run at time 30 minute. The product is CN1C2=CC=C(C=C2C=2COC3=C(C12)C=CC=C3)C(=O)O (11-methyl-6,11-dihydro-5-oxa-11-aza-benzo[a]fluorene-8-carboxylic acid). RXN SMILES: [Li]CCCC.Br[C:7]1[CH:8]=[C:9]2[C:17](=[CH:18][CH:19]=1)[N:16]([CH3:20])[C:15]1[C:14]3[CH:21]=[CH:22][CH:23]=[CH:24][C:13]=3[O:12][CH2:11][C:10]2=1.[C:25](=[O:27])=[O:26]>C1COCC1>[CH3:20][N:16]1[C:15]2[C:14]3[CH:21]=[CH:22][CH:23]=[CH:24][C:13]=3[O:12][CH2:11][C:10]=2[C:9]2[C:17]1=[CH:18][CH:19]=[C:7]([C:25]([OH:27])=[O:26])[CH:8]=2. Procedure details: n-BuLi was added dropwise into 8-bromo-11-methyl-6,11-dihydro-5-oxa-11-aza-benzo[a]fluorene (420 mg, 1.338 mmoL) in THF (5 mL) at −78° C. After an additional 30 minutes, the reaction mixture was transferred into dry ice (˜10 g). The reaction mixture was then slowly warmed to room temperature. The solvent was removed and the residue was partitioned between EtOAc and 1 N NaOH solution. The aqueous layer was then acidified to a pH of about 2 using 1N HCl and extracted three times with EtOAc. The or...